This data is from the Open Reaction Database (ORD), a public repository of structured organic reaction records. The task is: describe an organic reaction: reactants, conditions, products, and yield Starting materials: O=C([O-])[O-], COc1ccc(CCl)cc1, CCC(C)=O, CCOC(C)=O, [Cs+], [Cs+], [I-], [K+], O=C1Nc2ccccc2C12COc1cc3c(cc12)OCO3. Yields the product COc1ccc(CN2C(=O)C3(COc4cc5c(cc43)OCO5)c3ccccc32)cc1. As a reaction SMILES: [C:34](=[O:35])([O-:36])[O-:37].[CH3:22][O:23][c:24]1[cH:25][cH:26][c:27]([CH2:28][Cl:29])[cH:30][cH:31]1.[CH3:40][C:41](=[O:42])[CH2:43][CH3:44].[CH3:45][CH2:46][O:47][C:48](=[O:49])[CH3:50].[Cs+:38].[Cs+:39].[I-:33].[K+:32].[NH:1]1[C:2](=[O:21])[C:3]2([CH2:4][O:5][c:6]3[c:7]2[cH:8][c:9]2[c:10]([cH:14]3)[O:11][CH2:12][O:13]2)[c:15]2[cH:16][cH:17][cH:18][cH:19][c:20]21>>[N:1]1([CH2:28][c:27]2[cH:26][cH:25][c:24]([O:23][CH3:22])[cH:31][cH:30]2)[C:2](=[O:21])[C:3]2([CH2:4][O:5][c:6]3[c:7]2[cH:8][c:9]2[c:10]([cH:14]3)[O:11][CH2:12][O:13]2)[c:15]2[cH:16][cH:17][cH:18][cH:19][c:20]21. The reactants are Cc1ccc(Br)c(C)c1, C1CCOC1, Cc1ccccc1, Clc1nc(Cl)nc(Cl)n1, Cl, [Mg]. Yields the product Cc1ccc(-c2nc(Cl)nc(Cl)n2)c(C)c1. As a reaction SMILES: [Br:2][c:3]1[c:4]([CH3:10])[cH:5][c:6]([CH3:9])[cH:7][cH:8]1.[CH2:21]1[O:22][CH2:23][CH2:24][CH2:25]1.[CH3:26][c:27]1[cH:28][cH:29][cH:30][cH:31][cH:32]1.[Cl:11][c:12]1[n:13][c:14]([Cl:15])[n:16][c:17]([Cl:18])[n:19]1.[ClH:20].[Mg:1]>>[c:3]1(-[c:17]2[n:16][c:14]([Cl:15])[n:13][c:12]([Cl:11])[n:19]2)[c:4]([CH3:10])[cH:5][c:6]([CH3:9])[cH:7][cH:8]1. Starting materials: BrC=1C(=NC=C(C(=O)NC2=CC=C(C=C2)OC(F)(F)F)C1)N1C[C@@H](CC1)O ((R)-5-bromo-6-(3-hydroxypyrrolidin-1-yl)-N-(4-(trifluoromethoxy)phenyl)nicotinamide), FC=1C=C(C=NC1)B(O)O ((5-fluoropyridin-3-yl)boronic acid). Procedure: The title compound was prepared in an analogous fashion to that described in Example 36 using (R)-5-bromo-6-(3-hydroxypyrrolidin-1-yl)-N-(4-(trifluoromethoxy)phenyl)nicotinamide (Stage 35.1) and (5-fluoropyridin-3-yl)boronic acid to afford a white solid. UPLC-MS (condition 1) tR=2.39 min, m/z=463.1 [M+H]+, m/z=461.2 [M−H]−; 1H-NMR (400 MHz, DMSO-d6) δ ppm 1.69-1.79 (m, 1H) 1.79-1.91 (m, 1H) 2.88 (d, J=11.00 Hz, 1H) 3.17-3.27 (m, 2H) 3.36-3.45 (m, 1H) 4.21 (br. s, 1H) 4.87 (br. s, 1H) 7.35 (d, J=... RXN SMILES: Br[C:2]1[C:3]([N:22]2[CH2:26][CH2:25][C@@H:24]([OH:27])[CH2:23]2)=[N:4][CH:5]=[C:6]([CH:21]=1)[C:7]([NH:9][C:10]1[CH:15]=[CH:14][C:13]([O:16][C:17]([F:20])([F:19])[F:18])=[CH:12][CH:11]=1)=[O:8].[F:28][C:29]1[CH:30]=[C:31](B(O)O)[CH:32]=[N:33][CH:34]=1>>[F:28][C:29]1[CH:30]=[C:31]([C:2]2[C:3]([N:22]3[CH2:26][CH2:25][C@@H:24]([OH:27])[CH2:23]3)=[N:4][CH:5]=[C:6]([C:7]([NH:9][C:10]3[CH:15]=[CH:14][C:13]([O:16][C:17]([F:19])([F:18])[F:20])=[CH:12][CH:11]=3)=[O:8])[CH:21]=2)[CH:32]=[N:33][CH:34]=1. The product is FC=1C=C(C=NC1)C=1C(=NC=C(C1)C(=O)NC1=CC=C(C=C1)OC(F)(F)F)N1C[C@@H](CC1)O ((R)-5′-Fluoro-2-(3-hydroxypyrrolidin-1-yl)-N-(4-(trifluoromethoxy)phenyl)-[3,3′-bipyridine]-5-carboxamide). The reactants are C(C)(C)(C)OC(=O)[C@@H]1N(CCC1)C(COC1=CC2=CC=CC=C2C=C1OCC(=O)N1[C@H](CCC1)C(=O)OC(C)(C)C)=O ((R)-1-[[3-[2-[(R)-2-tert-butoxycarbonyl-pyrrolidin-1-yl]-2-oxo-ethoxy]-naphthalen-2-yloxy]-acetyl]-pyrrolidine-2-carboxylic acid tert-butyl ester). Run in FC(C(=O)O)(F)F (trifluoroacetic acid). Reaction conditions: time 8 hour. The product is C(=O)(O)[C@@H]1N(CCC1)C(COC=1C(=CC2=CC=CC=C2C1)OCC(=O)N1[C@H](CCC1)C(=O)O)=O ((R)-1-[[3-[2-[(R)-2-Carboxy-pyrrolidin-1-yl]-2-oxo-ethoxy]-naphthalen-2-yloxy]-acetyl]-pyrrolidine-2-carboxylic acid). Yield: 95.6%. As a reaction SMILES: C([O:5][C:6]([C@H:8]1[CH2:12][CH2:11][CH2:10][N:9]1[C:13](=[O:42])[CH2:14][O:15][C:16]1[C:25]([O:26][CH2:27][C:28]([N:30]2[CH2:34][CH2:33][CH2:32][C@@H:31]2[C:35]([O:37]C(C)(C)C)=[O:36])=[O:29])=[CH:24][C:23]2[C:18](=[CH:19][CH:20]=[CH:21][CH:22]=2)[CH:17]=1)=[O:7])(C)(C)C>FC(F)(F)C(O)=O>[C:35]([C@H:31]1[CH2:32][CH2:33][CH2:34][N:30]1[C:28](=[O:29])[CH2:27][O:26][C:25]1[C:16]([O:15][CH2:14][C:13]([N:9]2[CH2:10][CH2:11][CH2:12][C@@H:8]2[C:6]([OH:7])=[O:5])=[O:42])=[CH:17][C:18]2[C:23]([CH:24]=1)=[CH:22][CH:21]=[CH:20][CH:19]=2)([OH:37])=[O:36]. Reported procedure: A solution of 230 mg (0.4 mmol) (R)-1-[[3-[2-[(R)-2-tert-butoxycarbonyl-pyrrolidin-1-yl]-2-oxo-ethoxy]-naphthalen-2-yloxy]-acetyl]-pyrrolidine-2-carboxylic acid tert-butyl ester in 5 ml trifluoroacetic acid was stirred for 18 h at room temperature. The solvent was removed in vacuo and the residue suspended in 10 ml ether. The resulting suspension was stirred overnight. Filtration and drying gave 180 mg (96%) of the title compound as a white powder. Starting materials: C(C)N(CC)S(F)(F)F ((Diethylamino) sulfur trifluoride), ice, COC([C@H](CCCC1=CC=CC=C1)[C@@H](C(=O)N1CCOCC1)O)=O ((R)-2-((S)-1-Hydroxy-2-morpholin-4-yl-2-oxo-ethyl)-5-phenyl-pentanoic acid methyl ester). Run in C(Cl)Cl (methylene chloride). Run at time 8 hour. The product is COC([C@H](CCCC1=CC=CC=C1)[C@H](C(=O)N1CCOCC1)F)=O ((S)-2-((R)-1-Fluoro-2-morpholin-4-yl-2-oxo-ethyl)-5-phenyl-pentanoic acid methyl ester). Yield: 27.3%. As a reaction SMILES: C(N(S(F)(F)[F:7])CC)C.[CH3:10][O:11][C:12](=[O:33])[C@@H:13]([C@H:23](O)[C:24]([N:26]1[CH2:31][CH2:30][O:29][CH2:28][CH2:27]1)=[O:25])[CH2:14][CH2:15][CH2:16][C:17]1[CH:22]=[CH:21][CH:20]=[CH:19][CH:18]=1>C(Cl)Cl>[CH3:10][O:11][C:12](=[O:33])[C@@H:13]([C@@H:23]([F:7])[C:24]([N:26]1[CH2:31][CH2:30][O:29][CH2:28][CH2:27]1)=[O:25])[CH2:14][CH2:15][CH2:16][C:17]1[CH:22]=[CH:21][CH:20]=[CH:19][CH:18]=1. Procedure details: (Diethylamino) sulfur trifluoride (2.0 ml, 15.2 mmol) was added to a ice cold solution of (R)-2-((S)-1-Hydroxy-2-morpholin-4-yl-2-oxo-ethyl)-5-phenyl-pentanoic acid methyl ester (4a) (0.85 g, 2.5 mmol) in dry methylene chloride (15 ml) and the reaction mixture was stirred overnight while warming to room temperature. The reaction was quenched with aqueous NaHCO3 solution and extracted with methylene chloride. The organic extracts were dried over Na2SO4 and concentrated under reduced pressure. Col... Reactants: FC(C1=CC=CC2=C1C(N1[C@H](C=3N2C=NC3C3=NC(=NO3)CN3C(C=2C(C3=O)=CC=CC2)=O)CC1)=O)(F)F ((S)-8-trifluoromethyl-12,12a-dihydro-1-(3-phthalimidomethyl-1,2,4-oxadiazol-5-yl)-9H,11H-azeto[2,1-c]imidazo[1,5-a][1,4]benzodiazepin-9-one), CN (methylamine). The solvent is C(C)O (ethanol). Reaction conditions: time 2 hour. Yields the product NCC1=NOC(=N1)C=1N=CN2C1[C@H]1N(C(C3=C2C=CC=C3C(F)(F)F)=O)CC1 ((S)-1-(3-aminomethyl-1,2,4-oxadiazol-5-yl)-8-trifluoromethyl-12,12a-dihydro-9H,11H-azeto[2,1-c]imidazo[1,5-a][1,4]benzodiazepin-9-one). Isolated yield 100.0%. Reaction SMILES: [F:1][C:2]([F:38])([F:37])[C:3]1[C:8]2[C:9](=[O:36])[N:10]3[CH2:35][CH2:34][C@H:11]3[C:12]3[N:13]([CH:14]=[N:15][C:16]=3[C:17]3[O:21][N:20]=[C:19]([CH2:22][N:23]4C(=O)C5=CC=CC=C5C4=O)[N:18]=3)[C:7]=2[CH:6]=[CH:5][CH:4]=1.CN>C(O)C>[NH2:23][CH2:22][C:19]1[N:18]=[C:17]([C:16]2[N:15]=[CH:14][N:13]3[C:7]4[CH:6]=[CH:5][CH:4]=[C:3]([C:2]([F:38])([F:37])[F:1])[C:8]=4[C:9](=[O:36])[N:10]4[CH2:35][CH2:34][C@H:11]4[C:12]=23)[O:21][N:20]=1. Procedure: 5.3 g (10.2 mmol) of (S)-8-trifluoromethyl-12,12a-dihydro-1-(3-phthalimidomethyl-1,2,4-oxadiazol-5-yl)-9H,11H-azeto[2,1-c]imidazo[1,5-a][1,4]benzodiazepin-9-one in 70 ml of ethanol were treated dropwise with 150 ml of methylamine (33% in ethanol) at 60° within 45 min. The solution was stirred at 70° for 2 hours and subsequently concentrated. The residue was taken up in methylene chloride and 30 ml of 4N hydrochloric acid and the solution was washed three times with methylene chloride. The aqueou... The reactants are C1CC2=CC=CC3=CC=CC1=C23 (Acenaphthene). The reagents and catalysts are [Ni] (Raney nickel). Product: C1CC2CCCC3CCCC1C23 (Perhydroacenaphthene). The yield is 100.0%. Reaction SMILES: [CH2:1]1[C:11]2=[C:12]3[C:7](=[CH:8][CH:9]=[CH:10]2)[CH:6]=[CH:5][CH:4]=[C:3]3[CH2:2]1>[Ni]>[CH2:1]1[CH:11]2[CH:12]3[CH:7]([CH2:8][CH2:9][CH2:10]2)[CH2:6][CH2:5][CH2:4][CH:3]3[CH2:2]1. Reported procedure: Acenaphthene was hydrogenated by the same procedure as in Example 1 except that the catalyst was replaced by a Raney nickel catalyst. Perhydroacenaphthene was produced in a yield of 100%, but the yields of Nos. 1 to 4 isomers were 18.9%, 8.3%, 37.4%, and 35.4%, respectively. Starting materials: O=C([O-])[O-], CCN, CC#N, O=[N+]([O-])c1ccc(CCl)cc1, Cl, [K+], [K+]. Yields the product CCNCc1ccc([N+](=O)[O-])cc1. RXN SMILES: [C:12](=[O:13])([O-:14])[O-:15].[CH2:19]([CH3:20])[NH2:21].[CH3:22][C:23]#[N:24].[Cl:1][CH2:2][c:3]1[cH:4][cH:5][c:6]([N+:9](=[O:10])[O-:11])[cH:7][cH:8]1.[ClH:18].[K+:16].[K+:17]>>[CH2:2]([c:3]1[cH:4][cH:5][c:6]([N+:9](=[O:10])[O-:11])[cH:7][cH:8]1)[NH:21][CH2:19][CH3:20]. Starting materials: N1C=CC2=CC=CC=C12 (indole), C(C)(=O)OCC (ethyl acetate). Reagents/catalysts: [Ni] (Raney nickel). The solvent is C(C)O (ethanol). The product is C(C1=CC=CC=C1)OC=1C=CC=C2C=CNC12 (7-(Benzyloxy)indole). As a reaction SMILES: [NH:1]1[C:9]2[C:4](=[CH:5][CH:6]=[CH:7][CH:8]=2)[CH:3]=[CH:2]1.C([O:13][CH2:14][CH3:15])(=O)C>[Ni].C(O)C>[CH2:14]([O:13][C:8]1[CH:7]=[CH:6][CH:5]=[C:4]2[C:9]=1[NH:1][CH:2]=[CH:3]2)[C:15]1[CH:6]=[CH:5][CH:4]=[CH:3][CH:2]=1. Procedure details: Wet Raney nickel is added in portions to a stirred refluxing solution of 7-(benzyloxy)-3-methylthio)indole (4.0 g, 14.9 mmol) in ethyl acetate (100 ml) and ethanol (60 ml) until all the starting material has been consumed (by RP HPLC). The mixture is filtered, the filtrate evaporated and the residue chromatographed on silica in ethyl acetate-hexane (1:8) to give a pale oil.